The task is: describe an organic reaction: reactants, conditions, products, and yield. This data is from the Open Reaction Database (ORD), a public repository of structured organic reaction records. The reactants are [OH-].[K+] (Potassium hydroxide), COC1=CC2=CC[C@H]3[C@@H]4CCC([C@@]4(C)CC[C@@H]3[C@]2(CC1)C)=O (3-methoxyandrosta-3,5-dien-17-one), calcium carbide, C(CN)N (ethylene diamine). Run in C(C)(C)(C)O (t-butanol). Run at time 4 hour. The product is C(#C)[C@@]1([C@]2(C)[C@@H](CC1)[C@@H]1CC=C3C=C(CC[C@]3(C)[C@H]1CC2)OC)O (17β-Ethynyl-17α-hydroxy-3-methoxyandrosta-3,5-diene). As a reaction SMILES: [OH-].[K+].[CH2:3](N)[CH2:4]N.[CH3:7][O:8][C:9]1[CH2:26][CH2:25][C@@:24]2([CH3:27])[C:11](=[CH:12][CH2:13][C@@H:14]3[C@@H:23]2[CH2:22][CH2:21][C@@:19]2([CH3:20])[C@H:15]3[CH2:16][CH2:17][C:18]2=[O:28])[CH:10]=1>C(O)(C)(C)C>[C:3]([C@@:18]1([OH:28])[CH2:17][CH2:16][C@H:15]2[C@H:14]3[C@H:23]([CH2:22][CH2:21][C@:19]12[CH3:20])[C@:24]1([CH3:27])[C:11]([CH:10]=[C:9]([O:8][CH3:7])[CH2:26][CH2:25]1)=[CH:12][CH2:13]3)#[CH:4] |f:0.1|. Procedure details: Potassium hydroxide (7.75 g), calcium carbide (21.0 g), t-butanol (19 ml) and ethylene diamine (187 ml) are combined in a 500 ml Parr pressure bottle which is sealed with a foil covered rubber stopper which is wired to the bottle. The heterogenous mixture is stirred at 40° for about 16 hr (though about 4 hr is sufficient). The mixture is cooled to 20°-25° and 3-methoxyandrosta-3,5-dien-17-one (IAa, 11.80 g) is added as a solid. The reaction mixture is then stirred at 20°-25° for 5 hr. The mixtur... Reactants: C([O-])(O)=O.[Na+] (sodium bicarbonate), Cl.NO (hydroxylamine hydrochloride), FC(COC1=CC(=NC=C1)C#N)(F)F (4-(2,2,2-trifluoroethoxy)pyridine-2-carbonitrile). The solvent is C(C)O (ethanol). Reaction conditions: time 10 hour. Product: FC(COC1=CC(=NC=C1)C(=O)N)(F)F (4-(2,2,2-trifluoroethoxy)pyridine-2-carboxamide). Isolated yield 98.9%. Reaction SMILES: C(=O)(O)[O-:2].[Na+].Cl.NO.[F:9][C:10]([F:22])([F:21])[CH2:11][O:12][C:13]1[CH:18]=[CH:17][N:16]=[C:15]([C:19]#[N:20])[CH:14]=1>C(O)C>[F:22][C:10]([F:9])([F:21])[CH2:11][O:12][C:13]1[CH:18]=[CH:17][N:16]=[C:15]([C:19]([NH2:20])=[O:2])[CH:14]=1 |f:0.1,2.3|. Procedure: To 6 ml of ethanol were added 0.54 g of sodium bicarbonate and 0.45 g of hydroxylamine hydrochloride, and the mixture was heated to reflux for 1 hour. After allowing to cool, 0.65 g of 4-(2,2,2-trifluoroethoxy)pyridine-2-carbonitrile was added at room temperature, and the mixture was stirred for 10 hours, and concentrated. To the residue was added water, the resultant solution was extracted with ethyl acetate three times, and the organic layers were combined, washed with an aqueous saturated sod... Starting materials: Compound b, NC1=CC=CC=C1 (aniline), CC(C)([O-])C.[Na+] (sodium tert-butoxide), dipalladium(0), C(C)(C)(C)P(C(C)(C)C)C(C)(C)C (tri(tert-butyl)phosphine). Reagents/catalysts: C=1C=CC(=CC1)/C=C/C(=O)/C=C/C2=CC=CC=C2.C=1C=CC(=CC1)/C=C/C(=O)/C=C/C2=CC=CC=C2.C=1C=CC(=CC1)/C=C/C(=O)/C=C/C2=CC=CC=C2.[Pd].[Pd] (Pd2(dba)3). Solvent: C=1(C(=CC=CC1)C)C (xylene). Conditions: temperature 60 celsius. Product: C1=CC=CC=2OC3=CC=CC=C3NC12 (Phenoxazine). As a reaction SMILES: [NH2:1][C:2]1[CH:7]=[CH:6][CH:5]=[CH:4][CH:3]=1.[CH3:8][C:9](C)([O-:11])[CH3:10].[Na+].[C:14](P(C(C)(C)C)C(C)(C)C)(C)([CH3:16])[CH3:15]>C1(C)C(C)=CC=CC=1.C1C=CC(/C=C/C(/C=C/C2C=CC=CC=2)=O)=CC=1.C1C=CC(/C=C/C(/C=C/C2C=CC=CC=2)=O)=CC=1.C1C=CC(/C=C/C(/C=C/C2C=CC=CC=2)=O)=CC=1.[Pd].[Pd]>[CH:15]1[C:10]2[NH:1][C:2]3[C:7](=[CH:6][CH:5]=[CH:4][CH:3]=3)[O:11][C:9]=2[CH:8]=[CH:16][CH:14]=1 |f:1.2,5.6.7.8.9|. Procedure details: 17 g (41 mmol) of Compound b, 7.6 g (82 mmol) of aniline, 7.4 g (77 mmol) of sodium tert-butoxide, 0.61 g (1.1 mmol) of Pd2(dba)3 [(tris(dibenzylidine acetone) dipalladium(0))], and 0.22 g (1.1 mmol) of tri(tert-butyl)phosphine were dissolved in 200 mL of xylene, and then refluxed at 60° C. for 1 hour. Reactants: CC(C)(C)OC(=O)N1CCSCC1C(=O)O, C1CCNC1, C1CCOC1, O, CCOP(=O)([O-])C#N. Product: CC(C)(C)OC(=O)N1CCSCC1C(=O)N1CCCC1. Reaction SMILES: [C:6]([CH3:7])([CH3:8])([CH3:9])[O:10][C:11](=[O:12])[N:13]1[CH:14]([C:19](=[O:20])[OH:21])[CH2:15][S:16][CH2:17][CH2:18]1.[CH2:1]1[CH2:2][CH2:3][NH:4][CH2:5]1.[O:31]1[CH2:32][CH2:33][CH2:34][CH2:35]1.[OH2:30].[P:22]([C:23]#[N:24])([O-:25])([O:26][CH2:27][CH3:28])=[O:29]>>[CH2:1]1[CH2:2][CH2:3][N:4]([C:19]([CH:14]2[N:13]([C:11]([O:10][C:6]([CH3:7])([CH3:8])[CH3:9])=[O:12])[CH2:18][CH2:17][S:16][CH2:15]2)=[O:20])[CH2:5]1. Reactants: [Br-], C#CC(O)CCCCC, [K+], O, BrC(c1ccccc1)(c1ccccc1)c1ccccc1, c1ccncc1. The product is C#CC(CCCCC)OC(c1ccccc1)(c1ccccc1)c1ccccc1. RXN SMILES: [Br-:36].[CH:1]#[C:2][CH:3]([CH2:4][CH2:5][CH2:6][CH2:7][CH3:8])[OH:9].[K+:37].[OH2:38].[c:10]1([C:16]([c:17]2[cH:18][cH:19][cH:20][cH:21][cH:22]2)([c:23]2[cH:24][cH:25][cH:26][cH:27][cH:28]2)[Br:29])[cH:11][cH:12][cH:13][cH:14][cH:15]1.[cH:30]1[cH:31][cH:32][n:33][cH:34][cH:35]1>>[CH:1]#[C:2][CH:3]([CH2:4][CH2:5][CH2:6][CH2:7][CH3:8])[O:9][C:16]([c:10]1[cH:11][cH:12][cH:13][cH:14][cH:15]1)([c:17]1[cH:18][cH:19][cH:20][cH:21][cH:22]1)[c:23]1[cH:24][cH:25][cH:26][cH:27][cH:28]1. Reactants: COP(=O)(CC(=O)CCCC(C)O[Si](C)(C)C(C)(C)C)OC, C1CCOC1, COC(=O)c1ccc(CCCC2C(Cl)CC(OC3CCCCO3)C2C=O)s1, [H-], [Na+]. Yields the product COC(=O)c1ccc(CCCC2C(Cl)CC(OC3CCCCO3)C2C=CC(=O)CCCC(C)O[Si](C)(C)C(C)(C)C)s1. As a reaction SMILES: [C:3]([CH3:4])([CH3:5])([CH3:6])[Si:7]([O:8][CH:9]([CH2:10][CH2:11][CH2:12][C:13]([CH2:14][P:15](=[O:16])([O:17][CH3:18])[O:19][CH3:20])=[O:21])[CH3:22])([CH3:23])[CH3:24].[CH2:52]1[O:53][CH2:54][CH2:55][CH2:56]1.[Cl:25][CH:26]1[CH2:27][CH:28]([O:45][CH:46]2[O:47][CH2:48][CH2:49][CH2:50][CH2:51]2)[CH:29]([CH:43]=[O:44])[CH:30]1[CH2:31][CH2:32][CH2:33][c:34]1[cH:35][cH:36][c:37]([C:39](=[O:40])[O:41][CH3:42])[s:38]1.[H-:1].[Na+:2]>>[C:3]([CH3:4])([CH3:5])([CH3:6])[Si:7]([O:8][CH:9]([CH2:10][CH2:11][CH2:12][C:13]([CH:14]=[CH:43][CH:29]1[CH:28]([O:45][CH:46]2[O:47][CH2:48][CH2:49][CH2:50][CH2:51]2)[CH2:27][CH:26]([Cl:25])[CH:30]1[CH2:31][CH2:32][CH2:33][c:34]1[cH:35][cH:36][c:37]([C:39](=[O:40])[O:41][CH3:42])[s:38]1)=[O:21])[CH3:22])([CH3:23])[CH3:24].